From a dataset of the Open Reaction Database (ORD), a public repository of structured organic reaction records. describe an organic reaction: reactants, conditions, products, and yield Product: C(C)(=O)OCC(CCl)O (1-acetoxy-3-chloro-2-propanol). Solvent: C(C)(=O)O (acetic acid). RXN SMILES: [CH2:1]([CH:3]1[O:5][CH2:4]1)[Cl:2].[C:6]([O-:9])(=[O:8])[CH3:7].[Na+]>C(O)(=O)C>[C:6]([O:9][CH2:4][CH:3]([OH:5])[CH2:1][Cl:2])(=[O:8])[CH3:7] |f:1.2|. Reaction conditions: time 8 hour. The reactants are C(Cl)C1CO1 (epichlorhydrin), C(C)(=O)[O-].[Na+] (sodium acetate). Isolated yield 131.1%. Reported procedure: A suspension of epichlorhydrin (27.8 g) and sodium acetate (12.3 g) in acetic acid (36 g) is heated at 50°-55° C. for 8 hours. The reaction mixture is allowed to stand overnight and concentrated in vacuum. The residue is neutralized with aqueous sodium hydrogencarbonate and shaken with ether. The ethereal layer is dried over anhydrous sodium sulfate and concentrated in vacuum. The residue is distilled in vacuum to give 1-acetoxy-3-chloro-2-propanol (30 g) as an oil boiling at 115°-116° C./13 mm ... Solvent: C(Cl)Cl (methylene chloride). Product: C1(CCCCC1)NC(=O)CP(O)(O)=O ([(Cyclohexylcarbamoyl)methyl]phosphonic acid). Reported procedure: Cyclohexyl amine (0.045 mole) and dimethyl (carboxymethyl)phosphonate (0.04 mole) were dissolved in 100 ml. of methylene chloride. As the solution was stirred, dicyclohexylcarbodiimide (0.045 mole) was added portionwise. The solution was stirred overnight and the mixture filtered. The filtrate was concentrated to a solid and the solid recrystallized from an appropriate solvent such as methanol. m.p. 180°-3° C.; yield 57%. RXN SMILES: [CH:1]1([NH2:7])[CH2:6][CH2:5][CH2:4][CH2:3][CH2:2]1.[C:8]([CH2:11][P:12](=[O:17])([O:15]C)[O:13]C)(O)=[O:9].C1(N=C=NC2CCCCC2)CCCCC1>C(Cl)Cl>[CH:1]1([NH:7][C:8]([CH2:11][P:12](=[O:13])([OH:17])[OH:15])=[O:9])[CH2:6][CH2:5][CH2:4][CH2:3][CH2:2]1. Starting materials: C1(CCCCC1)N (Cyclohexyl amine), C(=O)(O)CP(OC)(OC)=O (dimethyl (carboxymethyl)phosphonate), C1(CCCCC1)N=C=NC1CCCCC1 (dicyclohexylcarbodiimide). Yield: 57.0%. Starting materials: FC([C@H](CN1CC(OCC1)C=1C=NC(=CC1)C(F)(F)F)O)(F)F ((2S)-1,1,1-trifluoro-3-(2-(6-(trifluoromethyl)pyridin-3-yl)morpholino)propan-2-ol), ClC1=C(C=C(C=C1)N=C=O)F (1-chloro-2-fluoro-4-isocyanatobenzene), TEA. Solvent: hexanes, ClCCl (dichloromethane). Conditions: temperature 50 celsius. The product is Cl.FC([C@H](CN1C[C@@H](OCC1)C=1C=NC(=CC1)C(F)(F)F)OC(NC1=CC(=C(C=C1)Cl)F)=O)(F)F ((4-Chloro-3-fluorophenyl)-carbamic acid (S)-2,2,2-trifluoro-1-[(S)-2-(6-trifluoromethyl-pyridin-3-yl)-morpholin-4-ylmethyl]-ethyl ester hydrochloride). As a reaction SMILES: [F:1][C:2]([F:23])([F:22])[C@@H:3]([OH:21])[CH2:4][N:5]1[CH2:10][CH2:9][O:8][CH:7]([C:11]2[CH:12]=[N:13][C:14]([C:17]([F:20])([F:19])[F:18])=[CH:15][CH:16]=2)[CH2:6]1.[Cl:24][C:25]1[CH:30]=[CH:29][C:28]([N:31]=[C:32]=[O:33])=[CH:27][C:26]=1[F:34]>ClCCl>[ClH:24].[F:23][C:2]([F:1])([F:22])[C@@H:3]([O:21][C:32](=[O:33])[NH:31][C:28]1[CH:29]=[CH:30][C:25]([Cl:24])=[C:26]([F:34])[CH:27]=1)[CH2:4][N:5]1[CH2:10][CH2:9][O:8][C@@H:7]([C:11]2[CH:12]=[N:13][C:14]([C:17]([F:19])([F:20])[F:18])=[CH:15][CH:16]=2)[CH2:6]1 |f:3.4|. Procedure: In a 25 mL round-bottom flask, (2S)-1,1,1-trifluoro-3-(2-(6-(trifluoromethyl)pyridin-3-yl)morpholino)propan-2-ol (384 mg, 1.12 mmol) was combined with dichloromethane (12 ml) to give a colorless solution. TEA (113 mg, 155 μl, 1.12 mmol) was added. 1-chloro-2-fluoro-4-isocyanatobenzene (211 mg, 1.23 mmol) was added. The reaction mixture was warmed at 50° C. overnight. Reaction was complete by LCMS. Two major close-running spots of similar intensity could be seen by TLC (silica 25% EtOAc in hexane... Reactants: [Si](C)(C)(C(C)(C)C)OC(CCCCCCC1=CC=CC=C1)C=1OC(=CN1)C1=CC(=CC=C1)[N+](=O)[O-] (2-(1-(tert-Butyldimethylsilyloxy)-7-phenylheptyl)-5-(3-nitrophenyl)oxazole), [Si](C)(C)(C(C)(C)C)OC(CCCCCCC1=CC=CC=C1)C=1OC(=CN1)[Sn](CCCC)(CCCC)CCCC (2-(1-(tert-butyldimethylsilyloxy)-7-phenylheptyl)-5-(tributylstannyl)oxazole), IC1=CC(=CC=C1)[N+](=O)[O-] (1-iodo-3-nitrobenzene). The product is EtOAc hexanes, [N+](=O)([O-])C=1C=C(C=CC1)C1=CN=C(O1)C(CCCCCCC1=CC=CC=C1)=O (1-(5-(3-Nitrophenyl)oxazol-2-yl)-7-phenylheptan-1-one). Isolated yield 90.0%. RXN SMILES: [Si]([O:8][CH:9]([C:22]1[O:23][C:24]([C:27]2[CH:32]=[CH:31][CH:30]=[C:29]([N+:33]([O-:35])=[O:34])[CH:28]=2)=[CH:25][N:26]=1)[CH2:10][CH2:11][CH2:12][CH2:13][CH2:14][CH2:15][C:16]1[CH:21]=[CH:20][CH:19]=[CH:18][CH:17]=1)(C(C)(C)C)(C)C.[Si](OC(C1OC([Sn](CCCC)(CCCC)CCCC)=CN=1)CCCCCCC1C=CC=CC=1)(C(C)(C)C)(C)C.IC1C=CC=C([N+]([O-])=O)C=1>>[N+:33]([C:29]1[CH:28]=[C:27]([C:24]2[O:23][C:22]([C:9](=[O:8])[CH2:10][CH2:11][CH2:12][CH2:13][CH2:14][CH2:15][C:16]3[CH:17]=[CH:18][CH:19]=[CH:20][CH:21]=3)=[N:26][CH:25]=2)[CH:32]=[CH:31][CH:30]=1)([O-:35])=[O:34]. Procedure details: 2-(1-(tert-Butyldimethylsilyloxy)-7-phenylheptyl)-5-(3-nitrophenyl)oxazole. The title compound was prepared from 2-(1-(tert-butyldimethylsilyloxy)-7-phenylheptyl)-5-(tributylstannyl)oxazole (191 mg, 0.288 mmol) and 1-iodo-3-nitrobenzene following General Procedure A. Flash chromatography (5-10% EtOAc/hexanes) yielded the title compound as a yellow oil (128 mg, 90%): 1H NMR (CDCl3, 500 MHz) δ 8.57-8.56 (m, 1H), 8.26-8.24 (m, 1H), 8.03-8.02 (m, 1H), 7.69 (t, 1H, J=16 Hz), 7.51 (s, 1H), 7.36-7.33 (... The reactants are O=C([O-])[O-], CN(C)C=O, Cl, [Cs+], [Cs+], CS(=O)(=O)c1ccc(F)c(C(=O)O)c1, FC(F)(F)CS. Yields the product CS(=O)(=O)c1ccc(SCC(F)(F)F)c(C(=O)O)c1. As a reaction SMILES: [C:15](=[O:16])([O-:17])[O-:18].[CH3:28][N:29]([CH3:30])[CH:31]=[O:32].[ClH:27].[Cs+:19].[Cs+:20].[F:1][c:2]1[c:3]([C:4](=[O:5])[OH:6])[cH:7][c:8]([S:11](=[O:12])(=[O:13])[CH3:14])[cH:9][cH:10]1.[F:21][C:22]([CH2:23][SH:24])([F:25])[F:26]>>[c:2]1([S:24][CH2:23][C:22]([F:21])([F:25])[F:26])[c:3]([C:4](=[O:5])[OH:6])[cH:7][c:8]([S:11](=[O:12])(=[O:13])[CH3:14])[cH:9][cH:10]1. Reactants: N1(C=NC=2C=NC=CC21)C2=CC=C(C=C2)NO (N-(4-imidazo[4,5-c]pyridin-1-yl-phenyl)hydroxylamine), ClC1=C(C=C(C=C1)N=C=O)C(F)(F)F (4-chloro-3-(trifluoromethyl)phenyl isocyanate). Solvent: C(Cl)Cl (methylene chloride). Run at time 3 hour. Yields the product ClC1=C(C=C(C=C1)NC(=O)N(C1=CC=C(C=C1)N1C=NC=2C=NC=CC21)O)C(F)(F)F (1-(4-chloro-3-(trifluoromethyl)phenyl)-3-hydroxy-3-(4-imidazo-[4,5-c]pyridin-1-ylphenyl)urea). The yield is 16.4%. As a reaction SMILES: [N:1]1([C:10]2[CH:15]=[CH:14][C:13]([NH:16][OH:17])=[CH:12][CH:11]=2)[C:9]2[CH:8]=[CH:7][N:6]=[CH:5][C:4]=2[N:3]=[CH:2]1.[Cl:18][C:19]1[CH:24]=[CH:23][C:22]([N:25]=[C:26]=[O:27])=[CH:21][C:20]=1[C:28]([F:31])([F:30])[F:29]>C(Cl)Cl>[Cl:18][C:19]1[CH:24]=[CH:23][C:22]([NH:25][C:26]([N:16]([OH:17])[C:13]2[CH:12]=[CH:11][C:10]([N:1]3[C:9]4[CH:8]=[CH:7][N:6]=[CH:5][C:4]=4[N:3]=[CH:2]3)=[CH:15][CH:14]=2)=[O:27])=[CH:21][C:20]=1[C:28]([F:29])([F:30])[F:31]. Procedure details: In 5 mL of methylene chloride, 37 mg of N-(4-imidazo[4,5-c]pyridin-1-yl-phenyl)hydroxylamine obtained in Step A was dissolved, and 41 mg (1.84 mmol) of 4-chloro-3-(trifluoromethyl)phenyl isocyanate was added thereto and the mixture solution was stirred at room temperature for three hours. The reaction solution was concentrated, and then the residue was partitioned between ethyl acetate and a saturated ammonium chloride aqueous solution. The organic layer was washed with a saturated sodium chlori... As a reaction SMILES: [CH2:1]1[CH2:2][O:3][C:4]([O:5][CH2:7][CH3:18])([N:8]2[CH2:9][CH:10]3[CH2:11][C:12](=[O:17])[CH2:13][CH:14]([CH2:15]2)[CH2:16]3)[O:6]1.[S:19](=[O:20])(=[O:21])([OH:22])[OH:23]>>[CH3:1][CH2:2][O:3][C:4](=[O:5])[N:8]1[CH2:9][CH:10]2[CH2:11][C:12](=[O:17])[CH2:13][CH:14]([CH2:15]1)[CH2:16]2. The reactants are CCOC1(N2CC3CC(=O)CC(C3)C2)OCCO1, O=S(=O)(O)O. Product: CCOC(=O)N1CC2CC(=O)CC(C2)C1.